Task: describe an organic reaction: reactants, conditions, products, and yield. Dataset: the Open Reaction Database (ORD), a public repository of structured organic reaction records The reactants are Br, CC(=O)O, O=C(NCC1CC(=O)N(Cc2ccccc2)c2ccccc2N1C(=O)CN1C(=O)c2ccccc2C1=O)OCc1ccccc1, ClC(Cl)Cl. Yields the product Br, NCC1CC(=O)N(Cc2ccccc2)c2ccccc2N1C(=O)CN1C(=O)c2ccccc2C1=O. As a reaction SMILES: [BrH:50].[C:46]([OH:47])(=[O:48])[CH3:49].[CH2:1]([c:2]1[cH:3][cH:4][cH:5][cH:6][cH:7]1)[N:8]1[C:9](=[O:45])[CH2:10][CH:11]([CH2:33][NH:34][C:35]([O:36][CH2:37][c:38]2[cH:39][cH:40][cH:41][cH:42][cH:43]2)=[O:44])[N:12]([C:19]([CH2:20][N:21]2[C:22](=[O:31])[c:23]3[c:24]([cH:27][cH:28][cH:29][cH:30]3)[C:25]2=[O:26])=[O:32])[c:13]2[c:14]1[cH:15][cH:16][cH:17][cH:18]2.[CH:51]([Cl:52])([Cl:53])[Cl:54]>>[BrH:50].[CH2:1]([c:2]1[cH:3][cH:4][cH:5][cH:6][cH:7]1)[N:8]1[C:9](=[O:45])[CH2:10][CH:11]([CH2:33][NH2:34])[N:12]([C:19]([CH2:20][N:21]2[C:22](=[O:31])[c:23]3[c:24]([cH:27][cH:28][cH:29][cH:30]3)[C:25]2=[O:26])=[O:32])[c:13]2[c:14]1[cH:15][cH:16][cH:17][cH:18]2. The reactants are Cl.NC=1C=C(CNC2=NC=NC3=C(C=CC=C23)C(=O)N)C=CC1 (4-(3-Amino-benzylamino)-quinazoline-8-carboxylic acid amide hydrochloride), BrC1=NC=CC(=C1)C (2-Bromo-4-methyl-pyridine). Yields the product CC1=CC(=NC=C1)NC=1C=C(CNC2=NC=NC3=C(C=CC=C23)C(=O)N)C=CC1 (4-[3-(4-Methyl-pyridin-2-ylamino)-benzylamino]-quinazoline-8-carboxylic acid amide). RXN SMILES: Cl.[NH2:2][C:3]1[CH:4]=[C:5]([CH:21]=[CH:22][CH:23]=1)[CH2:6][NH:7][C:8]1[C:17]2[C:12](=[C:13]([C:18]([NH2:20])=[O:19])[CH:14]=[CH:15][CH:16]=2)[N:11]=[CH:10][N:9]=1.Br[C:25]1[CH:30]=[C:29]([CH3:31])[CH:28]=[CH:27][N:26]=1>>[CH3:31][C:29]1[CH:28]=[CH:27][N:26]=[C:25]([NH:2][C:3]2[CH:4]=[C:5]([CH:21]=[CH:22][CH:23]=2)[CH2:6][NH:7][C:8]2[C:17]3[C:12](=[C:13]([C:18]([NH2:20])=[O:19])[CH:14]=[CH:15][CH:16]=3)[N:11]=[CH:10][N:9]=2)[CH:30]=1 |f:0.1|. Procedure: The title compound was prepared according to Example 549 starting 4-(3-Amino-benzylamino)-quinazoline-8-carboxylic acid amide hydrochloride and 2-Bromo-4-methyl-pyridine: Reactants: C(C)OC(C1=CC(=CC=C1)C#CCCCC(N(C)C)=O)=O (3-(5-Dimethylcarbamoyl-pent-ynyl)benzoic acid ethyl ester), [OH-].[Na+] (sodium hydroxide), solution, Cl (HCl). The product is CN(C(=O)CCCC#CC=1C=C(C(=O)O)C=CC1)C (3-(5-Dimethylcarbamoyl-pent-1-ynyl)-benzoic acid). The yield is 73.7%. RXN SMILES: C([O:3][C:4](=[O:21])[C:5]1[CH:10]=[CH:9][CH:8]=[C:7]([C:11]#[C:12][CH2:13][CH2:14][CH2:15][C:16](=[O:20])[N:17]([CH3:19])[CH3:18])[CH:6]=1)C.[OH-].[Na+].Cl>>[CH3:19][N:17]([CH3:18])[C:16]([CH2:15][CH2:14][CH2:13][C:12]#[C:11][C:7]1[CH:6]=[C:5]([CH:10]=[CH:9][CH:8]=1)[C:4]([OH:21])=[O:3])=[O:20] |f:1.2|. Procedure: 3-(5-Dimethylcarbamoyl-pent-ynyl)benzoic acid ethyl ester (0.800 g, 2.78 mmol) was treated with sodium hydroxide 1M solution (6 mL) overnight. To the reaction mixture 7 mL of HCl 1M solution was added and the solvent was removed under vacuum. The residue was triturated with ethyl acetate, to give 3-(5-dimethylcarbamoyl-pent-1-ynyl)-benzoic acid (24)(0.590 g, 2.05 mmol; yield 74%) as white off powder. Yield: 100.0%. The product is NC1=C(C=C(C=C1)C(NC(=NCC(OC)OC)SC)C1=CC=CC=C1)[N+](=O)[O-] ((+)-methyl N-[(4-amino-3-nitrophenyl)phenylmethyl]-N'-(2,2-dimethoxyethyl)carbamimidothioate), ( 141 ). Reactants: 22.3, NC1=C(C=C(C=C1)C(NC(=S)NCC(OC)OC)C1=CC=CC=C1)[N+](=O)[O-] ((+)-N-[(4-amino-3-nitrophenyl)phenylmethyl]-N'-(2,2-dimethoxyethyl)thiourea), IC (iodomethane), C([O-])([O-])=O.[K+].[K+] (potassium carbonate). RXN SMILES: [NH2:1][C:2]1[CH:7]=[CH:6][C:5]([CH:8]([C:19]2[CH:24]=[CH:23][CH:22]=[CH:21][CH:20]=2)[NH:9][C:10]([NH:12][CH2:13][CH:14]([O:17][CH3:18])[O:15][CH3:16])=[S:11])=[CH:4][C:3]=1[N+:25]([O-:27])=[O:26].IC.[C:30](=O)([O-])[O-].[K+].[K+]>CC(=O)C>[NH2:1][C:2]1[CH:7]=[CH:6][C:5]([CH:8]([C:19]2[CH:20]=[CH:21][CH:22]=[CH:23][CH:24]=2)[NH:9][C:10]([S:11][CH3:30])=[N:12][CH2:13][CH:14]([O:17][CH3:18])[O:15][CH3:16])=[CH:4][C:3]=1[N+:25]([O-:27])=[O:26] |f:2.3.4|. Procedure details: (a-3) A mixture of 22.3 parts of (+)-N-[(4-amino-3-nitrophenyl)phenylmethyl]-N'-(2,2-dimethoxyethyl)thiourea, 10.2 parts of iodomethane, 11.8 parts of potassium carbonate and 240 parts of 2-propanone was stirred over weekend at room temperature. The reaction mixture was filtered over diatomaceous earth and the filtrate was evaporated. The residue was purified by column chromatography over silica gel using a mixture of trichloromethane and methanol (98:2 by volume) as eluent. The pure fractions w... Solvent: CC(C)=O (2-propanone). Starting materials: [N+](=O)([O-])C1=CC=CC=2C(C3=CC=CC=C3C(C12)=O)=O (nitroanthraquinone), [SH-].[Na+] (sodium hydrosulfide). Solvent: O (water). Product: NC1=CC=CC=2C(C3=CC=CC=C3C(C12)=O)=O (aminoanthraquinone). Reaction SMILES: [N+:1]([C:4]1[C:17]2[C:16](=[O:18])[C:15]3[C:10](=[CH:11][CH:12]=[CH:13][CH:14]=3)[C:9](=[O:19])[C:8]=2[CH:7]=[CH:6][CH:5]=1)([O-])=O.[SH-].[Na+]>O>[NH2:1][C:4]1[C:17]2[C:16](=[O:18])[C:15]3[C:10](=[CH:11][CH:12]=[CH:13][CH:14]=3)[C:9](=[O:19])[C:8]=2[CH:7]=[CH:6][CH:5]=1 |f:1.2|. Procedure details: A slurried mixture of a nitroanthraquinone and water and a 12.0% sodium hydrosulfide aqueous solution were poured simultaneously into a 1,500-volume-part glass-made flask under agitation while maintaining the internal temperature of the vessel at 94°-96° C. The feeding rates of said slurried mixture (nitroanthraquinone concentration in the slurry: 17.27%) and the 12.0% sodium hydrosulfide solution were maintained at 805 part/hr and 722 part/hr, respectively. One hour after start of pouring, draw... Starting materials: CCOC(=O)N(C)CCCOC(CCCc1ccccc1)c1ccc(F)cc1, CS(C)=O, [Na+], [OH-], O. As a reaction SMILES: [CH3:1][N:2]([C:3]([O:4][CH2:5][CH3:6])=[O:7])[CH2:8][CH2:9][CH2:10][O:11][CH:12]([CH2:13][CH2:14][CH2:15][c:16]1[cH:17][cH:18][cH:19][cH:20][cH:21]1)[c:22]1[cH:23][cH:24][c:25]([F:28])[cH:26][cH:27]1.[CH3:31][S:32]([CH3:33])=[O:34].[Na+:30].[OH-:29].[OH2:35]>>[CH3:1][NH:2][CH2:8][CH2:9][CH2:10][O:11][CH:12]([CH2:13][CH2:14][CH2:15][c:16]1[cH:17][cH:18][cH:19][cH:20][cH:21]1)[c:22]1[cH:23][cH:24][c:25]([F:28])[cH:26][cH:27]1. Product: CNCCCOC(CCCc1ccccc1)c1ccc(F)cc1. Starting materials: CC(C)(C)O, C=CCC(CN(C)C(=O)c1cc(C2C=NN=N2)ccc1OC)c1ccccc1, CC(C)=O, C[N+]1([O-])CCOCC1, ClCCl, [O-][I+3]([O-])([O-])[O-], [Na+], C1CCOC1, O, O, O=[Os](=O)(=O)=O. Product: COc1ccc(C2C=NN=N2)cc1C(=O)N(C)CC(CC=O)c1ccccc1. RXN SMILES: [C:62]([OH:63])([CH3:64])([CH3:65])[CH3:66].[CH3:1][N:2]([C:3]([c:4]1[c:5]([O:15][CH3:16])[cH:6][cH:7][c:8]([CH:10]2[N:11]=[N:12][N:13]=[CH:14]2)[cH:9]1)=[O:17])[CH2:18][CH:19]([CH2:20][CH:21]=[CH2:22])[c:23]1[cH:24][cH:25][cH:26][cH:27][cH:28]1.[CH3:29][C:30]([CH3:31])=[O:32].[CH3:33][N+:34]1([O-:40])[CH2:35][CH2:36][O:37][CH2:38][CH2:39]1.[Cl:47][CH2:48][Cl:49].[I+3:41]([O-:42])([O-:43])([O-:44])[O-:45].[Na+:46].[O:56]1[CH2:57][CH2:58][CH2:59][CH2:60]1.[OH2:55].[OH2:61].[Os:50](=[O:51])(=[O:52])(=[O:53])=[O:54]>>[CH3:1][N:2]([C:3]([c:4]1[c:5]([O:15][CH3:16])[cH:6][cH:7][c:8]([CH:10]2[N:11]=[N:12][N:13]=[CH:14]2)[cH:9]1)=[O:17])[CH2:18][CH:19]([CH2:20][CH:21]=[O:32])[c:23]1[cH:24][cH:25][cH:26][cH:27][cH:28]1. Starting materials: N1=CC2=C(C=C1)C(=O)OC2=O (pyridine-3,4-dicarboxylic acid anhydride), FC(C(F)(F)F)(C(F)(F)F)C1=CC(=C(N)C=C1)C (4-(heptafluoro-2-propyl)-2-methylaniline). Run in C1CCOC1 (THF). Conditions: time 3 hour. The product is FC(C(F)(F)F)(C(F)(F)F)C1=CC(=C(C=C1)N1C(=O)C=2C=NC=CC2C1=O)C (N-[4-(heptafluoro-2-propyl)-2-methylphenyl]pyridine-3,4-dicarboximide). RXN SMILES: [N:1]1[CH:6]=[CH:5][C:4]2[C:7]([O:9][C:10](=[O:11])[C:3]=2[CH:2]=1)=O.[F:12][C:13]([C:22]1[CH:28]=[CH:27][C:25]([NH2:26])=[C:24]([CH3:29])[CH:23]=1)([C:18]([F:21])([F:20])[F:19])[C:14]([F:17])([F:16])[F:15]>C1COCC1>[F:12][C:13]([C:22]1[CH:28]=[CH:27][C:25]([N:26]2[C:7](=[O:9])[C:4]3[CH:5]=[CH:6][N:1]=[CH:2][C:3]=3[C:10]2=[O:11])=[C:24]([CH3:29])[CH:23]=1)([C:18]([F:19])([F:20])[F:21])[C:14]([F:17])([F:16])[F:15]. Reported procedure: In 10 ml of THF were dissolved 1.50 g of pyridine-3,4-dicarboxylic acid anhydride and 2.75 g of 4-(heptafluoro-2-propyl)-2-methylaniline, and the reaction was carried out at room temperature for 3 hours. After completion of the reaction, the solvent was distilled off under reduced pressure and 20 ml of trifluoroacetic anhydride was added to the resulting residue, and the reaction was carried out with refluxing for 3 hours. After completion of the reaction, the solvent was distilled off under red... The reactants are C1CCOC1 (THF), C(C)(C)(C)OC(=O)N1CC(C=2C3=C(C(=CC12)[N+](=O)[O-])C=CC=C3)CCl (3-(tert-butyloxycarbonyl)-1-chloromethyl-5-nitro-1,2-dihydro-3H-benz[e]indole), C(C)(=O)NC=1C=C2C=C(NC2=CC1)C(=O)O (5-acetylaminoindole-2-carboxylic acid). Solvent: CC(=O)N(C)C (DMA). Yields the product CCN=C=NCCCN(C)C.Cl (EDCI.HCl), C(C)(=O)NC=1C=C2C=C(NC2=CC1)C(=O)N1CC(C=2C3=C(C(=CC12)[N+](=O)[O-])C=CC=C3)CCl (3-[[5-(acetylamino)indol-2-yl]carbonyl]-1-(chloromethyl)-5-nitro-1,2-dihydro-3H-benz[e]indole). Isolated yield 79.0%. RXN SMILES: C(O[C:6]([N:8]1[C:16]2[CH:15]=[C:14]([N+:17]([O-:19])=[O:18])[C:13]3[CH:20]=[CH:21][CH:22]=[CH:23][C:12]=3[C:11]=2[CH:10]([CH2:24][Cl:25])[CH2:9]1)=O)(C)(C)C.[C:26]([NH:29][C:30]1[CH:31]=[C:32]2[C:36](=[CH:37][CH:38]=1)[NH:35][C:34]([C:39]([OH:41])=O)=[CH:33]2)(=[O:28])[CH3:27].C1COCC1>CC(N(C)C)=O>[CH3:27][CH2:26][N:29]=[C:30]=[N:17][CH2:14][CH2:15][CH2:16][N:8]([CH3:6])[CH3:9].[ClH:25].[C:26]([NH:29][C:30]1[CH:31]=[C:32]2[C:36](=[CH:37][CH:38]=1)[NH:35][C:34]([C:39]([N:8]1[C:16]3[CH:15]=[C:14]([N+:17]([O-:19])=[O:18])[C:13]4[CH:20]=[CH:21][CH:22]=[CH:23][C:12]=4[C:11]=3[CH:10]([CH2:24][Cl:25])[CH2:9]1)=[O:41])=[CH:33]2)(=[O:28])[CH3:27] |f:4.5|. Procedure details: Deprotection of 13 (300 mg, 0.83 mmol) as in Example C, and treatment with 5-acetylaminoindole-2-carboxylic acid [M. A. Warpehoski et al., J. Med. Chem. 31, 1988, 590-603] (181 mg, 0.83 mmol) and EDCI.HCl (397 mg, 2.07 mmol) in DMA (3 mL) gave 14c (310 mg, 79%), mp (THF) 252-253° C. 1H NMR [(CD3)2SO] δ 11.77 (d, J=1.2 Hz, 1 H, indole NH), 9.86 (s, 1 H, NHCO), 9.16 (s, 1 H, H-4), 8.35 (dd, J=7.1, 2.6 Hz, 1 H, H-6), 8.24 (dd, J=6.8, 2.5 Hz, 1 H, H-9), 8.10 (d, J=1.3 Hz, H-4'), 7.79-7.70 (m, 2 H, H... Starting materials: CCO, CC(C)O, Cl, Nc1ccccc1O, O=C1CCCCC1. The product is Cl, Oc1ccccc1NC1CCCCC1. As a reaction SMILES: [CH3:17][CH2:18][OH:19].[CH:20]([OH:21])([CH3:22])[CH3:23].[ClH:16].[NH2:1][c:2]1[cH:3][cH:4][cH:5][cH:6][c:7]1[OH:8].[O:9]=[C:10]1[CH2:11][CH2:12][CH2:13][CH2:14][CH2:15]1>>[ClH:16].[NH:1]([c:2]1[cH:3][cH:4][cH:5][cH:6][c:7]1[OH:8])[CH:10]1[CH2:11][CH2:12][CH2:13][CH2:14][CH2:15]1.